This data is from the Open Reaction Database (ORD), a public repository of structured organic reaction records. The task is: describe an organic reaction: reactants, conditions, products, and yield Starting materials: ClC1=CC=2C3(C4=CC=CC=C4C(C2C=C1)C3)C(=O)N3CCC(CC3)O (1-(2-chloro-9,10-dihydro-9,10-methanoanthracen-9-ylcarbonyl)piperidin-4-ol), [H-].[Al+3].[Li+].[H-].[H-].[H-] (lithium aluminum hydride). Solvent: C(C)OCC (diethyl ether). Conditions: temperature 0 celsius, time 30 minute. Yields the product ClC1=CC=2C3(C4=CC=CC=C4C(C2C=C1)C3)CN3CCC(CC3)O (1-(2-Chloro-9,10-dihydro-9,10-methanoanthracen-9-ylmethyl)piperidin-4-ol). The yield is 92.5%. Reaction SMILES: [Cl:1][C:2]1[CH:15]=[CH:14][C:13]2[CH:12]3[CH2:16][C:5]([C:17]([N:19]4[CH2:24][CH2:23][CH:22]([OH:25])[CH2:21][CH2:20]4)=O)([C:6]4[C:11]3=[CH:10][CH:9]=[CH:8][CH:7]=4)[C:4]=2[CH:3]=1.[H-].[Al+3].[Li+].[H-].[H-].[H-]>C(OCC)C>[Cl:1][C:2]1[CH:15]=[CH:14][C:13]2[CH:12]3[CH2:16][C:5]([CH2:17][N:19]4[CH2:20][CH2:21][CH:22]([OH:25])[CH2:23][CH2:24]4)([C:6]4[C:11]3=[CH:10][CH:9]=[CH:8][CH:7]=4)[C:4]=2[CH:3]=1 |f:1.2.3.4.5.6|. Reported procedure: To a cooled suspension (0° C.) of 1-(2-chloro-9,10-dihydro-9,10-methanoanthracen-9-ylcarbonyl)piperidin-4-ol (described in example 1k) (6.95 g, 19.6 mmol) in diethyl ether (200 mL) under nitrogen was added lithium aluminum hydride (1.49 g, 39.2 mmol, 8 eq of hydride) in portions. The suspension was stirred at 0° C. for 30 min and warmed to room temperature. After 18 h at room temperature, the excess reagent was carefully quenched with the following in sequence: water (1.5 mL), 2.5N NaOH (1.5 mL)... Starting materials: FC=1C=CC=C2C(N(C(C12)CCC(=O)NC1=NC=C(C(=O)O)C=C1)CC1=CC=C(C=C1)F)=O (6-{3-[7-Fluoro-2-(4-fluorobenzyl)-3-oxo-2,3-dihydro-1H-isoindol-1-yl]-propionylamino}-nicotinic acid), BrC=1C=CC(=NC1)N (5-bromopyridin-2-ylamine). Yields the product BrC=1C=CC(=NC1)NC(CCC1N(C(C2=CC=CC(=C12)F)=O)CC1=CC=C(C=C1)F)=O (N-(5-Bromo-pyridin-2-yl)-3-[7-fluoro-2-(4-fluoro-benzyl)-3-oxo-2,3-dihydro-1H-isoindol-1-yl]-propionamide). RXN SMILES: [F:1][C:2]1[CH:3]=[CH:4][CH:5]=[C:6]2[C:10]=1[CH:9]([CH2:11][CH2:12][C:13]([NH:15][C:16]1[CH:24]=[CH:23][C:19](C(O)=O)=[CH:18][N:17]=1)=[O:14])[N:8]([CH2:25][C:26]1[CH:31]=[CH:30][C:29]([F:32])=[CH:28][CH:27]=1)[C:7]2=[O:33].[Br:34]C1C=CC(N)=NC=1>>[Br:34][C:19]1[CH:23]=[CH:24][C:16]([NH:15][C:13](=[O:14])[CH2:12][CH2:11][CH:9]2[C:10]3[C:6](=[CH:5][CH:4]=[CH:3][C:2]=3[F:1])[C:7](=[O:33])[N:8]2[CH2:25][C:26]2[CH:31]=[CH:30][C:29]([F:32])=[CH:28][CH:27]=2)=[N:17][CH:18]=1. Procedure details: The product from Example 11, Part D (150 mg, 0.45 mmol) and 5-bromopyridin-2-ylamine (78 mg, 0.45 mmol) were converted to the title compound in a manner analogous to the method described in Example 27 (151 mg, 69%). 1H NMR (300 MHz, DMSO) δ 8.18 (d, J=2 Hz, 1H), 8.05 (m, 2H), 7.76 (dd, J=9 Hz, 3 Hz, 1H), 7.66 (d, J=7 Hz, 1H), 7.44 (m, 1H), 7.30 (m, 2H), 7.18 (t, J=9, 1H), 7.01 (t, J=7 Hz, 2H), 5.26 (d, J=15 Hz, 1H), 4.69 (m, 1H), 4.23 (d, J=15 Hz, 1H), 2.54 (m, 2H), 1.95 (m, 2H). MS: m/z (MH+) 4...